Dataset: the Open Reaction Database (ORD), a public repository of structured organic reaction records. Task: describe an organic reaction: reactants, conditions, products, and yield Reactants: CS(Nc1cccc(C=O)c1)(=O)=O, CC1=CN=C(C=C1)N, [C-]#[N+]C1CCCCC1. The reagents and catalysts are O=C(O)C(F)(F)F (trifluoroacetic acid). Run in CC(C)O (isopropyl alcohol), CC(C)O (isopropylalcohol). Run at temperature 22 celsius, time 20 hour. Product: Cc1ccc2nc(c3cccc(c3)NS(C)(=O)=O)c(NC3CCCCC3)n2c1. Isolated yield 2.2%. As a reaction SMILES: CC1=CC=C(N)N=C1.[C-]#[N+]C1CCCCC1.CS(=O)(=O)NC1=CC(C=O)=CC=C1>>CC1=CN2C(C=C1)=NC(=C2NC1CCCCC1)C1=CC=CC(NS(C)(=O)=O)=C1. Starting materials: [OH-].[K+] (potassium hydroxide), C(C)OC(=O)C1=C(NC=2N(C1C1=CC(=CC=C1)[N+](=O)[O-])C=NC2C(=O)OCC)C (3,8-diethoxycarbonyl-2-methyl-4-(3-nitrophenyl)-1,4-dihydroimidazo[1,5-a]pyrimidine). The solvent is O (water), C(C)O (ethanol). Reaction conditions: temperature 70 celsius, time 10 hour. Yields the product C(=O)(O)C=1N=CN2C1NC(=C(C2C2=CC(=CC=C2)[N+](=O)[O-])C(=O)OCC)C (8-carboxy-3-ethoxycarbonyl-2-methyl-4-(3-nitrophenyl)-1,4-dihydroimidazo[1,5-a]pyrimidine). Isolated yield 34.4%. Reaction SMILES: [OH-].[K+].[CH2:3]([O:5][C:6]([C:8]1[CH:13]([C:14]2[CH:19]=[CH:18][CH:17]=[C:16]([N+:20]([O-:22])=[O:21])[CH:15]=2)[N:12]2[CH:23]=[N:24][C:25]([C:26]([O:28]CC)=[O:27])=[C:11]2[NH:10][C:9]=1[CH3:31])=[O:7])[CH3:4]>O.C(O)C>[C:26]([C:25]1[N:24]=[CH:23][N:12]2[CH:13]([C:14]3[CH:19]=[CH:18][CH:17]=[C:16]([N+:20]([O-:22])=[O:21])[CH:15]=3)[C:8]([C:6]([O:5][CH2:3][CH3:4])=[O:7])=[C:9]([CH3:31])[NH:10][C:11]=12)([OH:28])=[O:27] |f:0.1|. Procedure: 0.17 g of potassium hydroxide in 1.7 ml of water is added to a solution of 1.0 g of 3,8-diethoxycarbonyl-2-methyl-4-(3-nitrophenyl)-1,4-dihydroimidazo[1,5-a]pyrimidine in 20 ml of ethanol, and gradually heated followed by stirring at 70° C. for 10 hours. The ethanol is distilled off under reduced pressure, chloroform is added to the resulting oil and extracted with potassium carbonate solution. The water layer is washed with chloroform and adjusted to pH 5-6 with acetic acid. The precipitated cr... Reactants: ClC1=CC=C(C=C1)C1=CC=C(O1)C(=O)O (5-(4-Chloro-phenyl)-furan-2-carboxylic acid), C(C)OC(CCC1=CC(=CC=C1)N)=O (3-(3-Amino-phenyl)-propionic acid ethyl ester), ester. The solvent is CCOC(=O)C (EtOAc). Yields the product C(C)OC(CCC1=CC(=CC=C1)NC(=O)C=1OC(=CC1)C1=CC=C(C=C1)Cl)=O (3-(3-{[5-(4-Chloro-phenyl)-furan-2-carbonyl]-amino}-phenyl)-propionic acid ethyl ester). Reaction SMILES: [Cl:1][C:2]1[CH:7]=[CH:6][C:5]([C:8]2[O:12][C:11]([C:13]([OH:15])=O)=[CH:10][CH:9]=2)=[CH:4][CH:3]=1.[CH2:16]([O:18][C:19](=[O:29])[CH2:20][CH2:21][C:22]1[CH:27]=[CH:26][CH:25]=[C:24]([NH2:28])[CH:23]=1)[CH3:17]>CCOC(C)=O>[CH2:16]([O:18][C:19](=[O:29])[CH2:20][CH2:21][C:22]1[CH:27]=[CH:26][CH:25]=[C:24]([NH:28][C:13]([C:11]2[O:12][C:8]([C:5]3[CH:4]=[CH:3][C:2]([Cl:1])=[CH:7][CH:6]=3)=[CH:9][CH:10]=2)=[O:15])[CH:23]=1)[CH3:17]. Reported procedure: Carboxylic acid (145) (58 mg, 0.26 mmol) was coupled to aniline (124) (50 mg, 0.26 mmol) using Method C. During this reaction, partial hydrolysis occurred. The acid was re-dissolved in EtOAc (2 ml) and the organic layer was washed with 1M HCl (2×1 ml), dried (Na2SO4), filtered and the solvent removed in vacuo to give a mixture of acid and ester, which was used without further purification.